Task: describe an organic reaction: reactants, conditions, products, and yield. Dataset: the Open Reaction Database (ORD), a public repository of structured organic reaction records Starting materials: C(C)OC(=O)N1[C@@H](C[C@H](C1)O)CCOC1=C(C=C(C=C1)OC)CCC1=CC=CC=C1 ((2R,4R)-1-ethoxycarbonyl-4-hydroxy-2-{2-[4-methoxy-2-(2-phenylethyl)phenoxy]ethyl}pyrrolidine), [H-].[Al+3].[Li+].[H-].[H-].[H-] (lithium aluminum hydride). Run in O1CCCC1 (tetrahydrofuran). Yields the product O[C@@H]1C[C@H](N(C1)C)CCOC1=C(C=C(C=C1)OC)CCC1=CC=CC=C1 ((2R,4R)-4-Hydroxy-2-{2-[4-methoxy-2-(2-phenylethyl)phenoxy]ethyl}-1-methylpyrrolidine). Yield: 37.4%. As a reaction SMILES: C(O[C:4]([N:6]1[CH2:10][C@H:9]([OH:11])[CH2:8][C@H:7]1[CH2:12][CH2:13][O:14][C:15]1[CH:20]=[CH:19][C:18]([O:21][CH3:22])=[CH:17][C:16]=1[CH2:23][CH2:24][C:25]1[CH:30]=[CH:29][CH:28]=[CH:27][CH:26]=1)=O)C.[H-].[Al+3].[Li+].[H-].[H-].[H-]>O1CCCC1>[OH:11][C@H:9]1[CH2:10][N:6]([CH3:4])[C@H:7]([CH2:12][CH2:13][O:14][C:15]2[CH:20]=[CH:19][C:18]([O:21][CH3:22])=[CH:17][C:16]=2[CH2:23][CH2:24][C:25]2[CH:26]=[CH:27][CH:28]=[CH:29][CH:30]=2)[CH2:8]1 |f:1.2.3.4.5.6|. Reported procedure: 448 mg of (2R,4R)-1-ethoxycarbonyl-4-hydroxy-2-{2-[4-methoxy-2-(2-phenylethyl)phenoxy]ethyl}pyrrolidine [prepared as described in step (a) above], 10 ml of tetrahydrofuran and 120 mg of lithium aluminum hydride were allowed to react together and subsequently treated in the same manner as described in step (b) of Example 1. The concentrated substance thus obtained was purified by silica gel column chromatography, using a 5:1 by volume mixture of methylene chloride and methanol as the eluent, to g... The reactants are CC(C)CCCO, CSc1nc(Cl)c(C#N)c(N2CCc3ccccc3CC2)n1, [H-], [Na+], C1CCOC1. Yields the product CSc1nc(OCCCC(C)C)c(C#N)c(N2CCc3ccccc3CC2)n1. Reaction SMILES: [CH3:23][CH:24]([CH2:25][CH2:26][CH2:27][OH:28])[CH3:29].[Cl:1][c:2]1[n:3][c:4]([S:21][CH3:22])[n:5][c:6]([N:10]2[CH2:11][CH2:12][c:13]3[c:14]([cH:17][cH:18][cH:19][cH:20]3)[CH2:15][CH2:16]2)[c:7]1[C:8]#[N:9].[H-:30].[Na+:31].[O:32]1[CH2:33][CH2:34][CH2:35][CH2:36]1>>[c:2]1([O:28][CH2:27][CH2:26][CH2:25][CH:24]([CH3:23])[CH3:29])[n:3][c:4]([S:21][CH3:22])[n:5][c:6]([N:10]2[CH2:11][CH2:12][c:13]3[c:14]([cH:17][cH:18][cH:19][cH:20]3)[CH2:15][CH2:16]2)[c:7]1[C:8]#[N:9]. The reactants are [Bi+3], COc1ccc(Br)cc1, CCCCC, O=C(Cl)c1ccc([N+](=O)[O-])cc1Cl, ClCCl, O=S(=O)([O-])C(F)(F)F, O=S(=O)([O-])C(F)(F)F, O=S(=O)([O-])C(F)(F)F. The product is COc1ccc(Br)cc1C(=O)c1ccc([N+](=O)[O-])cc1Cl. Reaction SMILES: [Bi+3:31].[Br:1][c:2]1[cH:3][cH:4][c:5]([O:8][CH3:9])[cH:6][cH:7]1.[CH3:51][CH2:52][CH2:53][CH2:54][CH3:55].[Cl:10][c:11]1[c:12]([C:13](=[O:14])[Cl:15])[cH:16][cH:17][c:18]([N+:20](=[O:21])[O-:22])[cH:19]1.[Cl:48][CH2:49][Cl:50].[S:23]([O-:24])([C:25]([F:26])([F:27])[F:28])(=[O:29])=[O:30].[S:32]([O-:33])([C:34]([F:35])([F:36])[F:37])(=[O:38])=[O:39].[S:40]([O-:41])([C:42]([F:43])([F:44])[F:45])(=[O:46])=[O:47]>>[Br:1][c:2]1[cH:3][c:4]([C:13]([c:12]2[c:11]([Cl:10])[cH:19][c:18]([N+:20](=[O:21])[O-:22])[cH:17][cH:16]2)=[O:14])[c:5]([O:8][CH3:9])[cH:6][cH:7]1. Reactants: ClC1=CC=C(C=C1)NC1=C2N=CN(C2=NC(=N1)NN)C ((4-chloro-phenyl)-(2-hydrazino-9-methyl-9H-purin-6-yl)-amine), CC(C(C)=O)C(C)=O (3-methyl-2,4-pentanedione). Yields the product ClC1=CC=C(C=C1)NC1=C2N=CN(C2=NC(=N1)N1N=C(C(=C1C)C)C)C ((4-Chloro-phenyl)-[9-methyl-2-(3,4,5-trimethyl-pyrazol-1-yl)-9H-purin-6-yl]-amine). Reaction SMILES: [Cl:1][C:2]1[CH:7]=[CH:6][C:5]([NH:8][C:9]2[N:17]=[C:16]([NH:18][NH2:19])[N:15]=[C:14]3[C:10]=2[N:11]=[CH:12][N:13]3[CH3:20])=[CH:4][CH:3]=1.[CH3:21][CH:22]([C:26](=O)[CH3:27])[C:23](=O)[CH3:24]>>[Cl:1][C:2]1[CH:7]=[CH:6][C:5]([NH:8][C:9]2[N:17]=[C:16]([N:18]3[C:26]([CH3:27])=[C:22]([CH3:21])[C:23]([CH3:24])=[N:19]3)[N:15]=[C:14]3[C:10]=2[N:11]=[CH:12][N:13]3[CH3:20])=[CH:4][CH:3]=1. Procedure details: Was prepared according to Example 9 from (4-chloro-phenyl)-(2-hydrazino-9-methyl-9H-purin-6-yl)-amine and 3-methyl-2,4-pentanedione. RXN SMILES: [C:1]([C:3]1[CH:8]=[CH:7][C:6](OS(C2C=CC=CC=2)(=O)=O)=[C:5]([O:19][CH3:20])[CH:4]=1)#[N:2].[C:21](#[N:27])[CH2:22][CH2:23][CH2:24][C:25]#[CH:26]>CCCCCCC.CCOC(C)=O>[C:21]([CH2:22][CH2:23][CH2:24][C:25]#[C:26][C:6]1[CH:7]=[CH:8][C:3]([C:1]#[N:2])=[CH:4][C:5]=1[O:19][CH3:20])#[N:27] |f:2.3|. Starting materials: C(#N)C1=CC(=C(C=C1)OS(=O)(=O)C1=CC=CC=C1)OC (benzenesulfonic acid 4-cyano-2-methoxy-phenyl ester), C(CCCC#C)#N (5-hexynenitrile). The solvent is CCCCCCC.CCOC(=O)C (heptane EtOAc). Reported procedure: This product was prepared from benzenesulfonic acid 4-cyano-2-methoxy-phenyl ester and 5-hexynenitrile following the general procedure for the Sonogashira cross-coupling process described above. Chromatography eluent: heptane/EtOAc 8:2; yield (70 mg, 62%); 1H NMR δ (CDCl3): 7.52 (d, J=8.34 Hz, 1H), 7.21 (d, J=8.22 Hz, 1H), 7.11 (s, 1H), 3.81 (s, 3H), 2.69 (t, J=7.25 Hz, 2H), 2.58 (t, J=7.22 Hz, 2H), 1.99 (p, J=7.12 Hz, 2H); LCMS m/z: 224. The product is C(#N)CCCC#CC1=C(C=C(C#N)C=C1)OC (4-(5-Cyano-pent-1-ynyl)-3-methoxy-benzonitrile). Reactants: crude product, Cl[O-].[Na+] (sodium hypochlorite), [Br-].[K+] (potassium bromide), [OH-].[Na+] (sodium hydroxide), ClC=1C(=C(C=O)C=C(C1)C(F)(F)F)F (3-chloro-2-fluoro-5-trifluoromethyl-benzaldehyde), S(=O)([O-])[O-].[Na+].[Na+] (sodium sulfite), Cl (HCl). Solvent: C1CCCCC1 (cyclohexane), O (water). Reaction conditions: temperature 50 celsius, time 60 minute. Yields the product ClC=1C(=C(C(=O)O)C=C(C1)C(F)(F)F)F (3-chloro-2-fluoro-5-trifluoromethyl benzoic acid). Yield: 85.9%. Reaction SMILES: Cl[O-].[Na+].[Br-].[K+].[OH-].[Na+].[Cl:8][C:9]1[C:10]([F:21])=[C:11]([CH:14]=[C:15]([C:17]([F:20])([F:19])[F:18])[CH:16]=1)[CH:12]=[O:13].S([O-])([O-])=[O:23].[Na+].[Na+].Cl>O.C1CCCCC1>[Cl:8][C:9]1[C:10]([F:21])=[C:11]([CH:14]=[C:15]([C:17]([F:19])([F:20])[F:18])[CH:16]=1)[C:12]([OH:23])=[O:13] |f:0.1,2.3,4.5,7.8.9|. Procedure details: To an aqueous solution of sodium hypochlorite (100.3 g, 134.7 mmol, 1.22 equiv.) and potassium bromide (13.5 g, 112.3 mmol, 1.02 equiv.) in sodium hydroxide solution (32%, 34.5 g, 276.0 mmol, 2.50 equiv.) was added slowly (during 35 min) at 50° C. 3-chloro-2-fluoro-5-trifluoromethyl-benzaldehyde (25.0 g, 110.4 mmol). The reaction mixture was stirred at 50° C. for 60 min, cooled to ambient temperature and quenched upon addition of sodium sulfite (60.4 g, 474.5 mmol, 4.3 equiv.) in water (450 ml) ...